The task is: describe an organic reaction: reactants, conditions, products, and yield. This data is from the Open Reaction Database (ORD), a public repository of structured organic reaction records. The reactants are O (Water), B(Br)(Br)Br (Boron tribromide), C(=O)(O)CCCCCCCN1C(=NC(=C1C1=CC=C(C=C1)OC)C1=CC=C(C=C1)OC)C1=CC=CC=C1 (1-(7-carboxyheptyl)-4,5-bis(4-methoxyphenyl)-2-phenylimidazole), B(Br)(Br)Br (Boron tribromide). The solvent is ClCCl (dichloromethane). Conditions: time 1 hour. Product: C(=O)(O)CCCCCCCN1C(=NC(=C1C1=CC=C(C=C1)O)C1=CC=C(C=C1)O)C1=CC=CC=C1 (1-(7-carboxyheptyl)-4,5-bis-(4-hydroxyphenyl)-2-phenylimidazole). The yield is 66.6%. RXN SMILES: B(Br)(Br)Br.[C:5]([CH2:8][CH2:9][CH2:10][CH2:11][CH2:12][CH2:13][CH2:14][N:15]1[C:19]([C:20]2[CH:25]=[CH:24][C:23]([O:26]C)=[CH:22][CH:21]=2)=[C:18]([C:28]2[CH:33]=[CH:32][C:31]([O:34]C)=[CH:30][CH:29]=2)[N:17]=[C:16]1[C:36]1[CH:41]=[CH:40][CH:39]=[CH:38][CH:37]=1)([OH:7])=[O:6].O>ClCCl>[C:5]([CH2:8][CH2:9][CH2:10][CH2:11][CH2:12][CH2:13][CH2:14][N:15]1[C:19]([C:20]2[CH:25]=[CH:24][C:23]([OH:26])=[CH:22][CH:21]=2)=[C:18]([C:28]2[CH:29]=[CH:30][C:31]([OH:34])=[CH:32][CH:33]=2)[N:17]=[C:16]1[C:36]1[CH:41]=[CH:40][CH:39]=[CH:38][CH:37]=1)([OH:7])=[O:6]. Reported procedure: Boron tribromide (0.7 ml) was added to a suspension of 1-(7-carboxyheptyl)-4,5-bis(4-methoxyphenyl)-2-phenylimidazole (0.7 g) in anhydrous dichloromethane (20 ml) and the reaction was stirred at room temperature for 1 h. Boron tribromide (0.3 ml) was added and the reaction was stirred at reflux for 2 h and at room temperature for 20 h. Water was carefully added to the cooled reaction mixture and the resulting yellow precipitate was collected. Column chromatography on silica gel eluted with a dic... Reactants: BrC1=C(C=CC=C1)Br (1,2-dibromobenzene), CSC1=CC=C(C=C1)B(O)O (4-methylthiophenylboronic acid). Product: BrC1=C(C=CC=C1)C1=CC=C(C=C1)SC (1-bromo-2-[4-(methylthio)phenyl]benzene). Isolated yield 88.0%. Reaction SMILES: Br[C:2]1[CH:7]=[CH:6][CH:5]=[CH:4][C:3]=1[Br:8].[CH3:9][S:10][C:11]1[CH:16]=[CH:15][C:14](B(O)O)=[CH:13][CH:12]=1>>[Br:8][C:3]1[CH:4]=[CH:5][CH:6]=[CH:7][C:2]=1[C:14]1[CH:15]=[CH:16][C:11]([S:10][CH3:9])=[CH:12][CH:13]=1. Reported procedure: Following the general procedure outlined in Synthetic Scheme IV, 33 g (140 mmol) of 1,2-dibromobenzene was reacted with 12 g (70 mmol) of 4-methylthiophenylboronic acid (Example 1, Step 2). Purification by silica gel chromatography with hexane gave 17.2 g (89%) of 1-bromo-2-[4-(methylthio)phenyl]benzene as a colorless oil: NMR (CDCl3) δ 2.53 (s, 3H), 7.16-7.23 (m, 1H), 7.28-7.39 (m, 6H), 7.66 (d, J=8 Hz, 1H).